Dataset: the Open Reaction Database (ORD), a public repository of structured organic reaction records. Task: describe an organic reaction: reactants, conditions, products, and yield Starting materials: ClC1=NC=NC(=C1)C (4-chloro-6-methylpyrimidine), FC=1C=C(C=CC1F)C=1C=2N(C=CC1)N=C(N2)NC2CC(NCC2)C (8-(3,4-difluorophenyl)-N-(2-methylpiperidin-4-yl)-[1,2,4]triazolo[1,5-a]pyridin-2-amine). The product is FC=1C=C(C=CC1F)C=1C=2N(C=CC1)N=C(N2)NC2CC(N(CC2)C2=NC=NC(=C2)C)C (8-(3,4-Difluorophenyl)-N-(2-methyl-1-(6-methylpyrimidin-4-yl)piperidin-4-yl)-[1,2,4]triazolo[1,5-a]pyridin-2-amine). RXN SMILES: Cl[C:2]1[CH:7]=[C:6]([CH3:8])[N:5]=[CH:4][N:3]=1.[F:9][C:10]1[CH:11]=[C:12]([C:17]2[C:18]3[N:19]([N:23]=[C:24]([NH:26][CH:27]4[CH2:32][CH2:31][NH:30][CH:29]([CH3:33])[CH2:28]4)[N:25]=3)[CH:20]=[CH:21][CH:22]=2)[CH:13]=[CH:14][C:15]=1[F:16]>>[F:9][C:10]1[CH:11]=[C:12]([C:17]2[C:18]3[N:19]([N:23]=[C:24]([NH:26][CH:27]4[CH2:32][CH2:31][N:30]([C:2]5[CH:7]=[C:6]([CH3:8])[N:5]=[CH:4][N:3]=5)[CH:29]([CH3:33])[CH2:28]4)[N:25]=3)[CH:20]=[CH:21][CH:22]=2)[CH:13]=[CH:14][C:15]=1[F:16]. Reported procedure: Prepared in analogy to example 57c) employing 4-chloro-6-methylpyrimidine instead of 4-bromo-2-methylpyridine and 8-(3,4-difluorophenyl)-N-(2-methylpiperidin-4-yl)-[1,2,4]triazolo[1,5-a]pyridin-2-amine instead of 8-(2-chloro-4-fluorophenyl)-N-(piperidin-4-yl)-[1,2,4]triazolo[1,5-a]pyridin-2-amine. The title compound was obtained as a light brown foam. Starting materials: C(#N)C=1C(=NC(=CC1C1=C(C=C(C=C1)F)C)Cl)Cl (3-cyano-2,6-dichloro-4-(4-fluoro-2-methylphenyl)pyridine), teflon, teflon, N1CCSCC1 (Thiomorpholine). The solvent is CO (methanol). Run at time 18 hour. Yields the product ClC1=NC(=CC(=C1C#N)C1=C(C=C(C=C1)F)C)N1CCSCC1 (2-chloro-3-cyano-4-(4-fluoro-2-methylphenyl)-6-(thiomorpholino)pyridine). Isolated yield 88.4%. Reaction SMILES: [C:1]([C:3]1[C:4]([Cl:18])=[N:5][C:6](Cl)=[CH:7][C:8]=1[C:9]1[CH:14]=[CH:13][C:12]([F:15])=[CH:11][C:10]=1[CH3:16])#[N:2].[NH:19]1[CH2:24][CH2:23][S:22][CH2:21][CH2:20]1>CO>[Cl:18][C:4]1[C:3]([C:1]#[N:2])=[C:8]([C:9]2[CH:14]=[CH:13][C:12]([F:15])=[CH:11][C:10]=2[CH3:16])[CH:7]=[C:6]([N:19]2[CH2:24][CH2:23][S:22][CH2:21][CH2:20]2)[N:5]=1. Procedure details: Crude 3-cyano-2,6-dichloro-4-(4-fluoro-2-methylphenyl)pyridine, (32.44 g, 115.4 mmol) and 300 mL of methanol were added to a 500-mL, 3-necked flask (equipped with a 25-mL pressure-equilibrating addition funnel/dry N2 adapter, septum with teflon-coated thermocouple, and teflon paddle stirrer/glass shaft). Thiomorpholine (23.0 mL, 25.0 g, 242 mmol, 2.10 equiv) was added dropwise over a period of 22 minutes via the addition funnel, and the resulting mixture was stirred at 20–25° C. for 18 hours. Th...